The task is: describe an organic reaction: reactants, conditions, products, and yield. This data is from the Open Reaction Database (ORD), a public repository of structured organic reaction records. Reactants: dilithio, C(C)(C)P(=O)(Cl)Cl (isopropylphosphonic dichloride), C(CCC)[Li] (n-butyllithium), CN(CCN(C)C)C (tetramethylethylenediamine), C[Si](NCC1=CC=CC=C1)(C)C (N-trimethylsilylbenzylamine). Solvent: C1CCCCC1 (cyclohexane), C1CCCCC1 (cyclohexane), C1CCCCC1 (cyclohexane), CCCCCC (hexane). Run at temperature 26 celsius, time 16.5 hour. Product: C(C)(C)P1(N(CC2=C1C=CC=C2)[Si](C)(C)C)=O (1-isopropyl-2-trimethylsilyl-2,3-dihydro-1H-2,1-benzazaphosphole-1-oxide). RXN SMILES: C([Li])CCC.CN(C)CCN(C)C.[CH3:14][Si:15]([CH3:25])([CH3:24])[NH:16][CH2:17][C:18]1[CH:23]=[CH:22][CH:21]=[CH:20][CH:19]=1.[CH:26]([P:29](Cl)(Cl)=[O:30])([CH3:28])[CH3:27]>CCCCCC.C1CCCCC1>[CH:26]([P:29]1(=[O:30])[C:19]2[CH:20]=[CH:21][CH:22]=[CH:23][C:18]=2[CH2:17][N:16]1[Si:15]([CH3:25])([CH3:24])[CH3:14])([CH3:28])[CH3:27]. Reported procedure: Under a static nitrogen atmosphere at 0° C., a solution of n-butyllithium (8 g, 0.125 mol) in hexane was added to a solution of tetramethylethylenediamine (14.3 g, 0.123 mol) in 60 ml. of anhydrous cyclohexane with constant stirring. While maintaining the temperature of the reaction at 0° C., a solution of N-trimethylsilylbenzylamine (10.75 g, 0.06 mol) in 60 ml. of anhydrous cyclohexane was added to the reaction mixture to produce a suspension containing a dilithio compound. This suspension was... Reactants: C1(CCC1)N (Cyclobutylamine), N(=C=O)C1=CC=C(C(=O)OCC)C=C1 (ethyl 4-isocyanatobenzoate). Run in ClCCl (dichloromethane). Reaction conditions: time 40 minute. The product is C1(CCC1)NC(NC1=CC=C(C(=O)OCC)C=C1)=O (Ethyl 4-(3-cyclobutylureido)benzoate). Isolated yield 88.3%. As a reaction SMILES: [CH:1]1([NH2:5])[CH2:4][CH2:3][CH2:2]1.[N:6]([C:9]1[CH:19]=[CH:18][C:12]([C:13]([O:15][CH2:16][CH3:17])=[O:14])=[CH:11][CH:10]=1)=[C:7]=[O:8]>ClCCl>[CH:1]1([NH:5][C:7](=[O:8])[NH:6][C:9]2[CH:19]=[CH:18][C:12]([C:13]([O:15][CH2:16][CH3:17])=[O:14])=[CH:11][CH:10]=2)[CH2:4][CH2:3][CH2:2]1. Procedure details: Cyclobutylamine (27.91 g, 392.4 mmol, 33.5 mL) was added dropwise to a stirred solution of ethyl 4-isocyanatobenzoate (25 g, 130.8 mmol) in dichloromethane. After 40 minutes stirring, the solid precipitate that had formed was filtered off and dried to afford the title compound (30.28 g). MS (ESI) m/z 263.1 [M+H]+